This data is from the Open Reaction Database (ORD), a public repository of structured organic reaction records. The task is: describe an organic reaction: reactants, conditions, products, and yield Product: CCCS(=O)(=O)Nc1ccc(F)c(C(=O)Nc2cnc3c(c2)cc(C2=CCN(C)CC2)n3S(=O)(=O)c2ccccc2)c1F. Starting materials: CC(=O)O[BH-](OC(C)=O)OC(C)=O, CC(=O)O, C=O, CO, CO, ClCCl, CCCS(=O)(=O)Nc1ccc(F)c(C(=O)Nc2cnc3c(c2)cc(C2=CCNCC2)n3S(=O)(=O)c2ccccc2)c1F, [Na+]. RXN SMILES: [C:50]([O:51][BH-:52]([O:53][C:54](=[O:55])[CH3:56])[O:57][C:58](=[O:59])[CH3:60])(=[O:61])[CH3:62].[C:66]([OH:67])(=[O:68])[CH3:69].[CH2:48]=[O:49].[CH3:46][OH:47].[CH3:64][OH:65].[Cl:43][CH2:44][Cl:45].[F:1][c:2]1[c:3]([C:4](=[O:5])[NH:6][c:7]2[cH:8][c:9]3[c:10]([n:11][cH:12]2)[n:13]([S:22](=[O:23])(=[O:24])[c:25]2[cH:26][cH:27][cH:28][cH:29][cH:30]2)[c:14]([C:16]2=[CH:21][CH2:20][NH:19][CH2:18][CH2:17]2)[cH:15]3)[c:31]([F:42])[cH:32][cH:33][c:34]1[NH:35][S:36](=[O:37])(=[O:38])[CH2:39][CH2:40][CH3:41].[Na+:63]>>[F:1][c:2]1[c:3]([C:4](=[O:5])[NH:6][c:7]2[cH:8][c:9]3[c:10]([n:11][cH:12]2)[n:13]([S:22](=[O:23])(=[O:24])[c:25]2[cH:26][cH:27][cH:28][cH:29][cH:30]2)[c:14]([C:16]2=[CH:21][CH2:20][N:19]([CH3:44])[CH2:18][CH2:17]2)[cH:15]3)[c:31]([F:42])[cH:32][cH:33][c:34]1[NH:35][S:36](=[O:37])(=[O:38])[CH2:39][CH2:40][CH3:41]. Yields the product FC1=CC=C(C=C1)C1=CC2=C(N(C=N2)C=2C=C(C=CC2)N)C=C1 (3-[5-(4-Fluoro-phenyl)-benzoimidazol-1-yl]-phenylamine). Reactants: NC=1C=C(C=CC1)NC1=C(C=C(C=C1)C1=CC=C(C=C1)F)N (N*4*-(3-Amino-phenyl)-4′-fluoro-biphenyl-3,4-diamine), COC(OC)OC (trimethylorthoformate). Run at temperature 120 celsius. RXN SMILES: [NH2:1][C:2]1[CH:3]=[C:4]([NH:8][C:9]2[CH:14]=[CH:13][C:12]([C:15]3[CH:20]=[CH:19][C:18]([F:21])=[CH:17][CH:16]=3)=[CH:11][C:10]=2[NH2:22])[CH:5]=[CH:6][CH:7]=1.[CH3:23]OC(OC)OC>C(Cl)Cl>[F:21][C:18]1[CH:19]=[CH:20][C:15]([C:12]2[CH:13]=[CH:14][C:9]3[N:8]([C:4]4[CH:3]=[C:2]([NH2:1])[CH:7]=[CH:6][CH:5]=4)[CH:23]=[N:22][C:10]=3[CH:11]=2)=[CH:16][CH:17]=1. Procedure details: A solution of N*4*-(3-Amino-phenyl)-4′-fluoro-biphenyl-3,4-diamine (Procedure O3, ˜5.1 mmol) in trimethylorthoformate (30 ml) was stirred and heated at 120° C. under N2 for 10 hours. The volatiles were removed in vacuo and the residue was taken up in EtOH (30 ml) and treated with c.HCl (2 ml), then stirred and heated at reflux for 3 hours. After cooling to RT, the mixture was concentrated to ˜2 ml, then diluted with H2O. NaHCO3 (sat) was added to give ˜pH7.5. The solid was taken up in CH2Cl2. Th... Run in C(Cl)Cl (CH2Cl2). Starting materials: O=C(O)CC1CSC(c2cc3cc(F)cc(NC4CCCC4)c3[nH]2)=N1, NCCN1CCOCC1. Product: O=C(CC1CSC(c2cc3cc(F)cc(NC4CCCC4)c3[nH]2)=N1)NCCN1CCOCC1. As a reaction SMILES: [CH:1]1([NH:6][c:7]2[cH:8][c:9]([F:25])[cH:10][c:11]3[cH:12][c:13]([C:16]4=[N:20][CH:19]([CH2:21][C:22](=[O:23])[OH:24])[CH2:18][S:17]4)[nH:14][c:15]23)[CH2:2][CH2:3][CH2:4][CH2:5]1.[NH2:26][CH2:27][CH2:28][N:29]1[CH2:30][CH2:31][O:32][CH2:33][CH2:34]1>>[CH:1]1([NH:6][c:7]2[cH:8][c:9]([F:25])[cH:10][c:11]3[cH:12][c:13]([C:16]4=[N:20][CH:19]([CH2:21][C:22](=[O:23])[NH:26][CH2:27][CH2:28][N:29]5[CH2:30][CH2:31][O:32][CH2:33][CH2:34]5)[CH2:18][S:17]4)[nH:14][c:15]23)[CH2:2][CH2:3][CH2:4][CH2:5]1. Starting materials: FC1=CC=C(C=C1)N1C=C(C(=O)O)C(C=C1C)=O (1-(4-fluorophenyl)-6-methyl-4-oxo-1,4-dihydronicotinic acid), C(C1=CC=NC=C1)=O (isonicotinaldehyde), C(C)(=O)OC(C)=O (acetic anhydride). Solvent: O (water). Product: FC1=CC=C(C=C1)N1C=C(C(=O)O)C(C=C1C=CC1=CC=NC=C1)=O (1-(4-fluorophenyl)-6-[2-(pyridin-4-yl)ethenyl]-4-oxo-1,4-dihydronicotinic acid). Isolated yield 44.1%. As a reaction SMILES: [F:1][C:2]1[CH:7]=[CH:6][C:5]([N:8]2[C:16]([CH3:17])=[CH:15][C:14](=[O:18])[C:10]([C:11]([OH:13])=[O:12])=[CH:9]2)=[CH:4][CH:3]=1.[CH:19](=O)[C:20]1[CH:25]=[CH:24][N:23]=[CH:22][CH:21]=1.C(OC(=O)C)(=O)C>O>[F:1][C:2]1[CH:7]=[CH:6][C:5]([N:8]2[C:16]([CH:17]=[CH:19][C:20]3[CH:25]=[CH:24][N:23]=[CH:22][CH:21]=3)=[CH:15][C:14](=[O:18])[C:10]([C:11]([OH:13])=[O:12])=[CH:9]2)=[CH:4][CH:3]=1. Procedure details: To 0.7 g of 1-(4-fluorophenyl)-6-methyl-4-oxo-1,4-dihydronicotinic acid was added 0.33 g of isonicotinaldehyde and 0.61 g of acetic anhydride, and they were refluxed for 5 hours. After completion of the reaction, 30 ml of water was added to the reaction mixture, and the mixture was successively extracted with three 30-ml portions of chloroform. The chloroform layer was separated, washed with 20 ml of a saturated aqueous solution of sodium chloride, and then dried with anhydrous magnesium sulfate...